From a dataset of the Open Reaction Database (ORD), a public repository of structured organic reaction records. describe an organic reaction: reactants, conditions, products, and yield Reactants: NC1[C@@H]2N(C(=C(CS2)OC)C(=O)OCC2=CC=C(C=C2)[N+](=O)[O-])C1=O (4-Nitrobenzyl 7-amino-3-methoxy-3-cephem-4-carboxylate), FC(S(=O)(=O)OS(=O)(=O)C(F)(F)F)(F)F (trifluoromethanesulfonic anhydride), Cl (hydrochloric acid). The solvent is C(C)N(CC)CC (triethylamine). Yields the product O=C1[C@@H]2N(C(=C(CS2)OC)C(=O)OCC2=CC=C(C=C2)[N+](=O)[O-])C1=O (4-nitrobenzyl 7-oxo-3-methoxy-3-cephem-4-carboxylate). As a reaction SMILES: N[CH:2]1[C:24](=[O:25])[N:4]2[C:5]([C:11]([O:13][CH2:14][C:15]3[CH:20]=[CH:19][C:18]([N+:21]([O-:23])=[O:22])=[CH:17][CH:16]=3)=[O:12])=[C:6]([O:9][CH3:10])[CH2:7][S:8][C@H:3]12.FC(F)(F)S(OS(C(F)(F)F)(=O)=O)(=O)=[O:29].Cl>C(N(CC)CC)C>[O:29]=[C:2]1[C:24](=[O:25])[N:4]2[C:5]([C:11]([O:13][CH2:14][C:15]3[CH:20]=[CH:19][C:18]([N+:21]([O-:23])=[O:22])=[CH:17][CH:16]=3)=[O:12])=[C:6]([O:9][CH3:10])[CH2:7][S:8][C@H:3]12. Reported procedure: 4-Nitrobenzyl 7-amino-3-methoxy-3-cephem-4-carboxylate, trifluoromethanesulfonic anhydride, triethylamine and hydrochloric acid were reacted in the same manners as those of Examples 1-4 to give 4-nitrobenzyl 7-oxo-3-methoxy-3-cephem-4-carboxylate (monohydrate). Mp. 115°-120° C. (dec.). Starting materials: C(C)(C)(C)C1=CC(=C(C(=C1)[N+](=O)[O-])Cl)[N+](=O)[O-] (4-t-Butyl-2,6-dinitrochlorobenzene), O1C(OCC1)CNCC (N-(1,3-dioxolan-2-yl)methyl ethylamine), C1(=CC=CC=C1)C (toluene). Run in C(C)OCC (Diethyl ether). Reaction conditions: temperature 90 celsius, time 72 hour. Product: C(C)N(C1=C(C=C(C=C1[N+](=O)[O-])C(C)(C)C)[N+](=O)[O-])CC1OCCO1 (N-ethyl-N-1,3-dioxolan-2-ylmethyl-2,6-dinitro-4-t-butylaniline). The yield is 68.7%. As a reaction SMILES: [C:1]([C:5]1[CH:10]=[C:9]([N+:11]([O-:13])=[O:12])[C:8](Cl)=[C:7]([N+:15]([O-:17])=[O:16])[CH:6]=1)([CH3:4])([CH3:3])[CH3:2].[O:18]1[CH2:22][CH2:21][O:20][CH:19]1[CH2:23][NH:24][CH2:25][CH3:26].C1(C)C=CC=CC=1>C(OCC)C>[CH2:25]([N:24]([CH2:23][CH:19]1[O:20][CH2:21][CH2:22][O:18]1)[C:8]1[C:9]([N+:11]([O-:13])=[O:12])=[CH:10][C:5]([C:1]([CH3:4])([CH3:3])[CH3:2])=[CH:6][C:7]=1[N+:15]([O-:17])=[O:16])[CH3:26]. Procedure details: 4-t-Butyl-2,6-dinitrochlorobenzene (1.8 grams; 0.007 mole), N-(1,3-dioxolan-2-yl)methyl ethylamine (1.83 grams; 0.014 mole) and toluene (50 ml) were placed in a glass reaction vessel equipped with a stirrer, heating mantle, reflux condenser and thermometer. The reaction mixture was heated to 90° C. and maintained at this temperature with stirring for 72 hours. Diethyl ether (50 ml) was added to the cooled reaction mixture, which was filtered and evaporated to a volume of 10 cc. The residue was c... Reactants: ClC(C(=O)O)(C)C (2-chloro-2-methylpropanoic acid), ClC(C(C)(O)C)(Cl)Cl (1,1,1-trichloro-2-methyl-2-propanol). Reaction SMILES: [Cl:1][C:2]([Cl:8])([Cl:7])[C:3]([CH3:6])([OH:5])[CH3:4].[Cl:9][C:10]([CH3:15])([CH3:14])[C:11]([OH:13])=[O:12]>>[C:11]([OH:13])(=[O:12])[C:10]([CH3:15])=[CH2:14].[C:11]([O:5][C:3]([CH3:6])([CH3:4])[C:2]([Cl:8])([Cl:7])[Cl:1])(=[O:12])[C:10]([CH3:15])=[CH2:14].[Cl:9][C:10]([CH3:15])([CH3:14])[C:11]([O:5][C:3]([CH3:6])([CH3:4])[C:2]([Cl:8])([Cl:7])[Cl:1])=[O:12]. Procedure: As a result of the analysis, it was found out that, as mentioned below, the conversion of 1,1,1-trichloro-2-methyl-2-propanol was 85.4% and the yield of 2-chloro-2-methylpropanoic acid was 54.4%. As to other products, it was obtained methacrylic acid in a 2.3% yield, (1,1,1-trichloro-2-methyl-2-propyl) methacrylate in a 22.7% yield, and (1,1,1-trichloro-2-methyl-2-propyl) 2-chloro-2-methylpropanoate in a 7.8% yield. Yields the product C(C(=C)C)(=O)O (methacrylic acid), C(C(=C)C)(=O)OC(C(Cl)(Cl)Cl)(C)C ((1,1,1-trichloro-2-methyl-2-propyl) methacrylate), ClC(C(=O)OC(C(Cl)(Cl)Cl)(C)C)(C)C ((1,1,1-trichloro-2-methyl-2-propyl) 2-chloro-2-methylpropanoate). The reactants are C([O-])([O-])=O.[K+].[K+] (potassium carbonate), ClC(C)Cl (dichloroethane), NC1=C(C=CC=C1[N+](=O)[O-])O (2-Amino-3-nitrophenol). Solvent: CC(CC)=O (2-butanone). Yields the product ClCCOC1=C(N)C(=CC=C1)[N+](=O)[O-] (2-(2-Chloroethoxy)-6-nitroaniline). The yield is 70.0%. RXN SMILES: [NH2:1][C:2]1[C:7]([N+:8]([O-:10])=[O:9])=[CH:6][CH:5]=[CH:4][C:3]=1[OH:11].C(=O)([O-])[O-].[K+].[K+].[Cl:18][CH:19](Cl)[CH3:20]>CC(=O)CC>[Cl:18][CH2:19][CH2:20][O:11][C:3]1[CH:4]=[CH:5][CH:6]=[C:7]([N+:8]([O-:10])=[O:9])[C:2]=1[NH2:1] |f:1.2.3|. Procedure details: 2-Amino-3-nitrophenol (10.0 g, 64.9 mmol, commercially available from Aldrich) was dissolved in 200 mL 2-butanone, potassium carbonate (18.0 g, 0.13 mol) and dichloroethane (15 mL) were added. The suspension was refluxed for 20 hours. The reaction was allowed to cool to room temperature and filtered through a plug of Celite and the retained solid residue was washed with ethyl acetate. The combined filtrate was concentrated under reduced pressure. The crude material was redissolved in 200 mL of e... The reactants are FC(C(OC(F)(F)F)F)(OC1=CC=C(CO)C=C1)F (4-(1,1,2-trifluoro-2-trifluoromethoxy-ethoxy)-benzyl alcohol), C(C)(C)(C)N1N=CC(=C(C1=O)Cl)Cl (2-tert.-butyl-4,5-dichloro-3(2H)-pyridazinone), [H-].[Na+] (sodium hydride). Run in CN(C=O)C (dimethylformamide), CCOCC (ether). Reaction conditions: time 1 hour. The product is C(C)(C)(C)N1N=CC(=C(C1=O)Cl)OCC1=CC=C(C=C1)OC(C(OC(F)(F)F)F)(F)F (2-tert.-butyl-4-chloro-5-[4-(1,1,2-trifluoro-2-trifluoromethoxy-ethoxy)-benzyloxy]-3(2H)-pyridazinone). The yield is 68.5%. As a reaction SMILES: [F:1][C:2]([F:19])([O:10][C:11]1[CH:18]=[CH:17][C:14]([CH2:15][OH:16])=[CH:13][CH:12]=1)[CH:3]([F:9])[O:4][C:5]([F:8])([F:7])[F:6].[C:20]([N:24]1[C:29](=[O:30])[C:28]([Cl:31])=[C:27](Cl)[CH:26]=[N:25]1)([CH3:23])([CH3:22])[CH3:21].[H-].[Na+]>CN(C)C=O.CCOCC>[C:20]([N:24]1[C:29](=[O:30])[C:28]([Cl:31])=[C:27]([O:16][CH2:15][C:14]2[CH:17]=[CH:18][C:11]([O:10][C:2]([F:19])([F:1])[CH:3]([F:9])[O:4][C:5]([F:6])([F:7])[F:8])=[CH:12][CH:13]=2)[CH:26]=[N:25]1)([CH3:23])([CH3:21])[CH3:22] |f:2.3|. Procedure: 1.16 g of 4-(1,1,2-trifluoro-2-trifluoromethoxy-ethoxy)-benzyl alcohol (Example 3) and, 15 minutes later, 0.95 g of 2-tert.-butyl-4,5-dichloro-3(2H)-pyridazinone are added to a suspension of 0.2 g of sodium hydride at 50% in 10 cc of dimethylformamide. The resulting reaction mixture is stirred for 1 hour at room temperature, is diluted with ether, is washed with diluted HCl and brine; the washed solution is thoroughly dehydrated, the solvent is evaporated off and the so obtained raw reaction pro...